Dataset: the Open Reaction Database (ORD), a public repository of structured organic reaction records. Task: describe an organic reaction: reactants, conditions, products, and yield Starting materials: C1(=CC=C(C=C1)S(=O)(=O)[O-])C.C(C)[N+]1=C(SC2=C1C=C(C=C2)C2=CC=CC=C2)C (3-ethyl-2-methyl-5-phenylbenzothiazolium paratoluene sulfonate), O=C1C=C(CC(C)(C)C1)C (isophorone), C(C)(=O)[O-].[NH4+] (ammonium acetate), C(C)(=O)O (acetic acid). Solvent: C1(=CC=CC=C1)C (toluene), O (water). Yields the product C1(=CC=C(C=C1)S(=O)(=O)[O-])C.C(C)[N+]1=C(SC2=C1C=C(C=C2)C2=CC=CC=C2)C=C2C=C(CC(C2)(C)C)C (3-ethyl-2-(3,5,5-trimethyl-2-cyclohexenylidene)methyl-5-phenylbenzothiazolium paratoluene sulfonate). RXN SMILES: [C:1]1([CH3:11])[CH:6]=[CH:5][C:4]([S:7]([O-:10])(=[O:9])=[O:8])=[CH:3][CH:2]=1.[CH2:12]([N+:14]1[C:18]2[CH:19]=[C:20]([C:23]3[CH:28]=[CH:27][CH:26]=[CH:25][CH:24]=3)[CH:21]=[CH:22][C:17]=2[S:16][C:15]=1[CH3:29])[CH3:13].O=[C:31]1[CH2:38][C:35]([CH3:37])([CH3:36])[CH2:34][C:33]([CH3:39])=[CH:32]1.C([O-])(=O)C.[NH4+].C(O)(=O)C>C1(C)C=CC=CC=1.O>[C:1]1([CH3:11])[CH:2]=[CH:3][C:4]([S:7]([O-:10])(=[O:8])=[O:9])=[CH:5][CH:6]=1.[CH2:12]([N+:14]1[C:18]2[CH:19]=[C:20]([C:23]3[CH:28]=[CH:27][CH:26]=[CH:25][CH:24]=3)[CH:21]=[CH:22][C:17]=2[S:16][C:15]=1[CH:29]=[C:31]1[CH2:38][C:35]([CH3:37])([CH3:36])[CH2:34][C:33]([CH3:39])=[CH:32]1)[CH3:13] |f:0.1,3.4,8.9|. Procedure details: 4.3 g of 3-ethyl-2-methyl-5-phenylbenzothiazolium paratoluene sulfonate, 2.7 ml of isophorone, 1 g of ammonium acetate and 3.4 ml of acetic acid were dissolved in 35 ml of toluene and then heated under reflux for 1.5 hours while removing water by azeotropy. After leaving the solution standing to cool to room temperature, 50 ml of water was added. The resulting solution was extracted by 50 ml of methylene chloride, the organic layer was dried over sodium sulfate, the solvent was distilled off, 30...